Task: describe an organic reaction: reactants, conditions, products, and yield. Dataset: the Open Reaction Database (ORD), a public repository of structured organic reaction records The reactants are CN1CCNCC1 (1-methyl-piperazine), C1(=CC=CC=C1)S(=O)(=O)C=1C(=NN2C1N=C(C=C2Cl)CN2CCOCC2)SC (3-benzenesulphonyl-7-chloro-2-methylsulphanyl-5-morpholin-4-ylmethyl-pyrazolo[1,5-a]pyrimidine). The solvent is CN(C)C=O (DMF). Conditions: time 4 hour. Yields the product C1(=CC=CC=C1)S(=O)(=O)C=1C(=NN2C1N=C(C=C2N2CCN(CC2)C)CN2CCOCC2)SC (3-benzenesulphonyl-7-(4-methyl-piperazin-1-yl)-2-methylsulphanyl-5-morpholin-4-ylmethyl-pyrazolo[1,5-a]pyrimidine). Yield: 79.6%. As a reaction SMILES: [CH3:1][N:2]1[CH2:7][CH2:6][NH:5][CH2:4][CH2:3]1.[C:8]1([S:14]([C:17]2[C:18]([S:34][CH3:35])=[N:19][N:20]3[C:25](Cl)=[CH:24][C:23]([CH2:27][N:28]4[CH2:33][CH2:32][O:31][CH2:30][CH2:29]4)=[N:22][C:21]=23)(=[O:16])=[O:15])[CH:13]=[CH:12][CH:11]=[CH:10][CH:9]=1>CN(C=O)C>[C:8]1([S:14]([C:17]2[C:18]([S:34][CH3:35])=[N:19][N:20]3[C:25]([N:5]4[CH2:6][CH2:7][N:2]([CH3:1])[CH2:3][CH2:4]4)=[CH:24][C:23]([CH2:27][N:28]4[CH2:33][CH2:32][O:31][CH2:30][CH2:29]4)=[N:22][C:21]=23)(=[O:16])=[O:15])[CH:13]=[CH:12][CH:11]=[CH:10][CH:9]=1. Reported procedure: 0.4 g (4 mmol) of 1-methyl-piperazine was added to a solution of 0.9 g (2 mmol) of 3-benzenesulphonyl-7-chloro-2-methylsulphanyl-5-morpholin-4-ylmethyl-pyrazolo[1,5-a]pyrimidine in 20 ml of DMF and stirred at RT for 4 hrs. The reaction solution was evaporated and the residue was partitioned between 2N NaOH and CH2Cl2. The aqueous phase was extracted three times with CH2Cl2 and the combined organic phases were dried (MgSO4), filtered and evaporated. Subsequent chromatography (SiO2, CH2Cl2/MeOH/NH... Starting materials: O1CCOC2=C1C=CC(=C2)N2C(O[C@H](C2)CO)=O ((R)-3-(2,3-dihydro-benzo[1,4]dioxin-6-yl)-5-hydroxymethyl-oxazolidin-2-one), C(CCC)[Sn](C=CCCl)(CCCC)CCCC (tributyl-(3-chloro-propenyl)-stannane), CN(C)C=O (DMF), [H-].[Na+] (NaH). Procedure: A solution of rac-3-(2,3-dihydro-benzo[1,4]dioxin-6-yl)-5-hydroxymethyl-oxazolidin-2-one (prepared in analogy to Example 1, step 1.i; 0.852 g, 3.4 mmol) and tributyl-(3-chloro-propenyl)-stannane (prepared according to J. Org. Chem. (2000), 65, 7070; 1.2 g, 3.4 mmol) in DMF (20 mL) was cooled to 0° C. and a NaH dispersion (50% in mineral oil, 325 mg, 2 eq.) was added. The mixture was stirred at 0° C. for 30 min and at rt overnight. The volatiles were removed under reduced pressure and the residue... The yield is 53.0%. Run at temperature 0 celsius, time 8 hour. The product is C(CCC)[Sn](C=CCOCC1CN(C(O1)=O)C1=CC2=C(OCCO2)C=C1)(CCCCC)CCCC (5-[3-(dibutyl-pentyl-stannanyl)-allyloxymethyl]-3-(2,3-dihydro-benzo[1,4]dioxin-6-yl)-oxazolidin-2-one). As a reaction SMILES: [O:1]1[C:6]2[CH:7]=[CH:8][C:9]([N:11]3[CH2:15][C@H:14]([CH2:16][OH:17])[O:13][C:12]3=[O:18])=[CH:10][C:5]=2[O:4][CH2:3][CH2:2]1.[CH2:19]([Sn:23]([CH2:32][CH2:33][CH2:34][CH3:35])([CH2:28][CH2:29][CH2:30][CH3:31])[CH:24]=[CH:25][CH2:26]Cl)[CH2:20][CH2:21][CH3:22].[H-].[Na+].[CH3:38]N(C=O)C>>[CH2:19]([Sn:23]([CH2:32][CH2:33][CH2:34][CH3:35])([CH2:28][CH2:29][CH2:30][CH2:31][CH3:38])[CH:24]=[CH:25][CH2:26][O:17][CH2:16][CH:14]1[O:13][C:12](=[O:18])[N:11]([C:9]2[CH:8]=[CH:7][C:6]3[O:1][CH2:2][CH2:3][O:4][C:5]=3[CH:10]=2)[CH2:15]1)[CH2:20][CH2:21][CH3:22] |f:2.3|. Reactants: ClC=1C(=CC(=C(C1)S(=O)(=O)N(C1=NC=NC=C1)CC1=C(C=C(C=C1)OC)OC)F)O[C@H]1[C@@H](C[C@H](CC1)O)C1=CC=NN1C (5-chloro-N-(2,4-dimethoxybenzyl)-2-fluoro-4-{[(1R,2S,4S)-4-hydroxy-2-(1-methyl-1H-pyrazol-5-yl)cyclohexyl]oxy}-N-(pyrimidin-4-yl)benzenesulfonamide), C(C)[SiH](CC)CC (triethylsilane), FC(C(=O)O)(F)F (trifluoroacetic acid). Solvent: ClCCl (dichloromethane). Product: ClC=1C(=CC(=C(C1)S(=O)(=O)NC1=NC=NC=C1)F)O[C@H]1[C@@H](C[C@H](CC1)O)C1=CC=NN1C (5-Chloro-2-fluoro-4-{[(1R,2S,4S)-4-hydroxy-2-(1-methyl-1H-pyrazol-5-yl)cyclohexyl]oxy}-N-(pyrimidin-4-yl)benzenesulfonamide). Isolated yield 59.7%. RXN SMILES: [Cl:1][C:2]1[C:3]([O:30][C@@H:31]2[CH2:36][CH2:35][C@H:34]([OH:37])[CH2:33][C@H:32]2[C:38]2[N:42]([CH3:43])[N:41]=[CH:40][CH:39]=2)=[CH:4][C:5]([F:29])=[C:6]([S:8]([N:11](CC2C=CC(OC)=CC=2OC)[C:12]2[CH:17]=[CH:16][N:15]=[CH:14][N:13]=2)(=[O:10])=[O:9])[CH:7]=1.C([SiH](CC)CC)C.FC(F)(F)C(O)=O>ClCCl>[Cl:1][C:2]1[C:3]([O:30][C@@H:31]2[CH2:36][CH2:35][C@H:34]([OH:37])[CH2:33][C@H:32]2[C:38]2[N:42]([CH3:43])[N:41]=[CH:40][CH:39]=2)=[CH:4][C:5]([F:29])=[C:6]([S:8]([NH:11][C:12]2[CH:17]=[CH:16][N:15]=[CH:14][N:13]=2)(=[O:10])=[O:9])[CH:7]=1. Procedure details: The reaction and aftertreatment were conducted in the same manner as in Example 1b by using the 5-chloro-N-(2,4-dimethoxybenzyl)-2-fluoro-4-{[(1R,2S,4S)-4-hydroxy-2-(1-methyl-1H-pyrazol-5-yl)cyclohexyl]oxy}-N-(pyrimidin-4-yl)benzenesulfonamide (189 mg, 0.299 mmol) prepared in Example 164c, triethylsilane (0.050 mL), trifluoroacetic acid (0.50 mL) and dichloromethane (1.0 mL), to yield the title compound (86.0 mg, 60%) as a colorless solid. Starting materials: COc1ccc(COC(=O)c2cc(CO)ccc2COC(C)=O)cc1, CC(C)(C)OO, O=C([O-])O, C=CCOP(OCC=C)N(C(C)C)C(C)C, CO, ClCCl, [Na+], [Na+], [Na+], O=S([O-])([O-])=S, c1nnn[nH]1. Yields the product C=CCOP(=O)(OCC=C)OCc1ccc(COC(C)=O)c(C(=O)OCc2ccc(OC)cc2)c1. RXN SMILES: [C:1]([CH3:2])(=[O:3])[O:4][CH2:5][c:6]1[c:7]([C:8](=[O:9])[O:10][CH2:11][c:12]2[cH:13][cH:14][c:15]([O:18][CH3:19])[cH:16][cH:17]2)[cH:20][c:21]([CH2:24][OH:25])[cH:22][cH:23]1.[C:47]([CH3:49])([CH3:50])([O:51][OH:48])[CH3:52].[C:53](=[O:54])([O-:55])[OH:56].[CH2:31]([CH:32]=[CH2:33])[O:34][P:35]([N:36]([CH:37]([CH3:38])[CH3:39])[CH:40]([CH3:41])[CH3:42])[O:43][CH2:44][CH:45]=[CH2:46].[CH3:68][OH:69].[Cl:65][CH2:66][Cl:67].[Na+:57].[Na+:63].[Na+:64].[S:58]([O-:59])([O-:60])(=[O:61])=[S:62].[nH:26]1[cH:27][n:28][n:29][n:30]1>>[C:1]([CH3:2])(=[O:3])[O:4][CH2:5][c:6]1[c:7]([C:8](=[O:9])[O:10][CH2:11][c:12]2[cH:13][cH:14][c:15]([O:18][CH3:19])[cH:16][cH:17]2)[cH:20][c:21]([CH2:24][O:25][P:35]([O:34][CH2:31][CH:32]=[CH2:33])([O:43][CH2:44][CH:45]=[CH2:46])=[O:51])[cH:22][cH:23]1. Starting materials: C(C)(C)(C)[Si](OCC(=O)C1=CC=CC=C1)(C)C (2-(tert-butyl-dimethyl-silanyloxy)-1-phenyl-ethanone), C(CCC)[Li] (n-butyllithium), solution. The reagents and catalysts are [Br-].C[P+](C1=CC=CC=C1)(C1=CC=CC=C1)C1=CC=CC=C1 (methyl-triphenyl-phosphonium bromide). The solvent is O1CCCC1 (tetrahydrofuran), O1CCCC1 (tetrahydrofuran). Run at time 1 hour. Product: C(C)(C)(C)[Si](OCC(=C)C1=CC=CC=C1)(C)C (tert-Butyl-dimethyl-(2-phenyl-allyloxy)-silane). Reaction SMILES: [CH2:1]([Li])CCC.[C:6]([Si:10]([CH3:22])([CH3:21])[O:11][CH2:12][C:13]([C:15]1[CH:20]=[CH:19][CH:18]=[CH:17][CH:16]=1)=O)([CH3:9])([CH3:8])[CH3:7]>[Br-].C[P+](C1C=CC=CC=1)(C1C=CC=CC=1)C1C=CC=CC=1.O1CCCC1>[C:6]([Si:10]([CH3:22])([CH3:21])[O:11][CH2:12][C:13]([C:15]1[CH:20]=[CH:19][CH:18]=[CH:17][CH:16]=1)=[CH2:1])([CH3:9])([CH3:8])[CH3:7] |f:2.3|. Procedure: To a well stirred solution of methyl-triphenyl-phosphonium bromide (3.08 g, 8.61 mmol) in tetrahydrofuran (10 mL) at 0° C. is added n-butyllithium (4.89 mL, 7.83 mmol of a 1.6 M solution). The reaction mixture is allowed to warm to room temperature, stirred for 1 h, then cooled to 0° C. 2-(tert-butyl-dimethyl-silanyloxy)-1-phenyl-ethanone (980 mg, 3.91 mmol) in tetrahydrofuran (30 mL) is then slowly added. The mixture is stirred at room temperature for 30 min then quenched by the addition of a s...